This data is from the Open Reaction Database (ORD), a public repository of structured organic reaction records. The task is: describe an organic reaction: reactants, conditions, products, and yield The reactants are C(C)(C)(C)OC(CSC1=NC2=CC(=CC=C2C(N1C1=CC=C(C=C1)F)=O)C#N)=O (tert-butyl-2-(7-cyano-3-(4-fluorophenyl)-4-oxo-3,4-dihydroquinazolin-2-ylthio)acetate), NO (NH2OH). Solvent: C(C)(=O)O (acetic acid), N#N (N2), CCOC(=O)C (EtOAc). Yields the product FC1=CC=C(C=C1)N1C(=NC2=CC(=CC=C2C1=O)C(N)=NO)SCC(=O)OC(C)(C)C (tert-butyl 2-(3-(4-fluorophenyl)-7-(N′-hydroxycarbamimidoyl)-4-oxo-3,4-dihydroquinazolin-2-ylthio)acetate). RXN SMILES: [C:1]([O:5][C:6](=[O:29])[CH2:7][S:8][C:9]1[N:18]([C:19]2[CH:24]=[CH:23][C:22]([F:25])=[CH:21][CH:20]=2)[C:17](=[O:26])[C:16]2[C:11](=[CH:12][C:13]([C:27]#[N:28])=[CH:14][CH:15]=2)[N:10]=1)([CH3:4])([CH3:3])[CH3:2].[NH2:30][OH:31]>C(O)(=O)C.N#N.CCOC(C)=O>[F:25][C:22]1[CH:23]=[CH:24][C:19]([N:18]2[C:17](=[O:26])[C:16]3[C:11](=[CH:12][C:13]([C:27](=[N:30][OH:31])[NH2:28])=[CH:14][CH:15]=3)[N:10]=[C:9]2[S:8][CH2:7][C:6]([O:5][C:1]([CH3:4])([CH3:2])[CH3:3])=[O:29])=[CH:20][CH:21]=1. Reported procedure: A solution of tert-butyl-2-(7-cyano-3-(4-fluorophenyl)-4-oxo-3,4-dihydroquinazolin-2-ylthio)acetate (10A, 0.05 g, 0.12 mmol) in 50% NH2OH aqueous solution (3 mL) and 20 μL acetic acid was microwaved under high absorption in N2 atmosphere 105° C. for 40 minutes. The reaction was diluted with EtOAc and washed with water. The organic was concentrated to yield tert-butyl 2-(3-(4-fluorophenyl)-7-(N′-hydroxycarbamimidoyl)-4-oxo-3,4-dihydroquinazolin-2-ylthio)acetate (10B), MS (M+H)=445. The reactants are C(=O)(OC(C)(C)C)N[C@@H](CC(C)C)C=O (Boc-leucinal), C(=C)[Mg]Br (vinyl magnesium bromide), solution. Run in C1CCOC1 (THF), C1CCOC1 (THF). Run at time 5 hour. The product is C(C)(C)(C)OC(=O)NC(C(C=C)O)CC(C)C (4-t-Butyloxycarbonylamino-3-hydroxy-6-methylhept-1-ene). Reaction SMILES: [C:1]([NH:8][C@H:9]([CH:14]=[O:15])[CH2:10][CH:11]([CH3:13])[CH3:12])([O:3][C:4]([CH3:7])([CH3:6])[CH3:5])=[O:2].[CH:16]([Mg]Br)=[CH2:17]>C1COCC1>[C:4]([O:3][C:1]([NH:8][CH:9]([CH2:10][CH:11]([CH3:12])[CH3:13])[CH:14]([OH:15])[CH:16]=[CH2:17])=[O:2])([CH3:6])([CH3:5])[CH3:7]. Procedure details: To a stirred 0° C. solution of Boc-leucinal (3.00 g, 13.9 mmol) in dry THF (70 ml) was added vinyl magnesium bromide (35 ml of a 1.0M solution in THF). After 5 hours, the mixture was quenched with 1.0M NH4Cl (50 ml). Most of the THF was evaporated in vacuo and the residue was extracted with ether several times. The combined extracts were washed (brine), dried (Na2SO4), filtered, and evaporated to give the desired product as a 3:2 mixture of hydroxydiastereomers in 65% field.